Dataset: the Open Reaction Database (ORD), a public repository of structured organic reaction records. Task: describe an organic reaction: reactants, conditions, products, and yield The reactants are CC=1NC(C2=C(N1)N(C=C2C)C2=C(C=C(C=C2C)C)C)=O (2,5-dimethyl-7-(2,4,6-trimethylphenyl)-3,7-dihydro-pyrrolo[2,3-d]pyrimidin-4-one), O=P(Cl)(Cl)Cl (POCl3), ice water. Product: ClC=1C2=C(N=C(N1)C)N(C=C2C)C2=C(C=C(C=C2C)C)C (4-chloro-2,5-dimethyl-7-(2,4,6-trimethylphenyl)-7H-pyrrolo-[2,3-d]pyrimidine). RXN SMILES: [CH3:1][C:2]1[NH:3][C:4](=O)[C:5]2[C:10]([CH3:11])=[CH:9][N:8]([C:12]3[C:17]([CH3:18])=[CH:16][C:15]([CH3:19])=[CH:14][C:13]=3[CH3:20])[C:6]=2[N:7]=1.O=P(Cl)(Cl)[Cl:24]>>[Cl:24][C:4]1[C:5]2[C:10]([CH3:11])=[CH:9][N:8]([C:12]3[C:17]([CH3:18])=[CH:16][C:15]([CH3:19])=[CH:14][C:13]=3[CH3:20])[C:6]=2[N:7]=[C:2]([CH3:1])[N:3]=1. Procedure details: A mixture of the compound of step C (1.030 g, 3.67 mmol) and POCl3 (3 ml) was heated at reflux for 2.5 hours and cooled. The reaction mixture was poured into ice-water and extracted with ethyl acetate. The organic layer was washed with dilute sodium bicarbonate and brine, dried over anhydrous sodium sulfate, and concentrated to dryness to give the title compound as a tan solid which was purified through silica gel to give an off-white solid. 1H NMR (CDCl3) δ 1.90(s, 6H), 2.35(s, 3H), 2.50(s, 3H)... The reactants are C(C)(=O)OCCC(C)(C1=CC=C(C=C1)[Sn](CCCC)(CCCC)CCCC)C (3-Methyl-3-(4-tributylstannylphenyl)butyl acetate), BrC=1N=C(C2=CC=CC=C2C1)N1CCN(CC1)CC (3-bromo-1-(4-ethylpiperazin-1-yl)isoquinoline). Reagents/catalysts: C=1C=CC(=CC1)[P](C=2C=CC=CC2)(C=3C=CC=CC3)[Pd]([P](C=4C=CC=CC4)(C=5C=CC=CC5)C=6C=CC=CC6)([P](C=7C=CC=CC7)(C=8C=CC=CC8)C=9C=CC=CC9)[P](C=1C=CC=CC1)(C=1C=CC=CC1)C=1C=CC=CC1 (tetrakistriphenylphosphinepalladium(0)). Solvent: C=1(C(=CC=CC1)C)C (xylene), C(C)(=O)OCC (ethyl acetate). The product is C(C)N1CCN(CC1)C1=NC(=CC2=CC=CC=C12)C1=CC=C(C=C1)C(CCOC(C)=O)(C)C (1-(4-ethylpiperazin-1-yl)-3-[4-(3-acetoxy-1,1-dimethylpropyl)phenyl]isoquinoline). The yield is 86.2%. Reaction SMILES: [C:1]([O:4][CH2:5][CH2:6][C:7]([CH3:28])([C:9]1[CH:14]=[CH:13][C:12]([Sn](CCCC)(CCCC)CCCC)=[CH:11][CH:10]=1)[CH3:8])(=[O:3])[CH3:2].Br[C:30]1[N:31]=[C:32]([N:40]2[CH2:45][CH2:44][N:43]([CH2:46][CH3:47])[CH2:42][CH2:41]2)[C:33]2[C:38]([CH:39]=1)=[CH:37][CH:36]=[CH:35][CH:34]=2>C1(C)C(C)=CC=CC=1.C(OCC)(=O)C.C1C=CC([P]([Pd]([P](C2C=CC=CC=2)(C2C=CC=CC=2)C2C=CC=CC=2)([P](C2C=CC=CC=2)(C2C=CC=CC=2)C2C=CC=CC=2)[P](C2C=CC=CC=2)(C2C=CC=CC=2)C2C=CC=CC=2)(C2C=CC=CC=2)C2C=CC=CC=2)=CC=1>[CH2:46]([N:43]1[CH2:42][CH2:41][N:40]([C:32]2[C:33]3[C:38](=[CH:37][CH:36]=[CH:35][CH:34]=3)[CH:39]=[C:30]([C:12]3[CH:11]=[CH:10][C:9]([C:7]([CH3:8])([CH3:28])[CH2:6][CH2:5][O:4][C:1](=[O:3])[CH3:2])=[CH:14][CH:13]=3)[N:31]=2)[CH2:45][CH2:44]1)[CH3:47] |^1:65,67,86,105|. Procedure: 3-Methyl-3-(4-tributylstannylphenyl)butyl acetate (4.05 g) and 3-bromo-1-(4-ethylpiperazin-1-yl)isoquinoline (1.10 g) were heated under reflux overnight in the presence of tetrakistriphenylphosphinepalladium(0) (0.16 g) in xylene in nitrogen atmosphere. After cooling, the reaction solution was diluted with ethyl acetate and filtered. The filtrate was extracted with 2N hydrochloric acid, and the resulting aqueous layer was washed with ethyl acetate, adjusted to pH 10 with a 8N aqueous solution of... Starting materials: COC(=O)c1cccc(Cl)c1CBr, CCOC(C)=O, Cc1ccccc1, CCCCCC, [K+], [K+], NCc1ccccc1, O=C([O-])[O-]. Product: O=C1c2cccc(Cl)c2CN1Cc1ccccc1. Reaction SMILES: [CH3:1][O:2][C:3]([c:4]1[c:5]([CH2:11][Br:12])[c:6]([Cl:10])[cH:7][cH:8][cH:9]1)=[O:13].[CH3:28][CH2:29][O:30][C:31](=[O:32])[CH3:33].[CH3:34][c:35]1[cH:36][cH:37][cH:38][cH:39][cH:40]1.[CH3:41][CH2:42][CH2:43][CH2:44][CH2:45][CH3:46].[K+:22].[K+:23].[NH2:14][CH2:15][c:16]1[cH:17][cH:18][cH:19][cH:20][cH:21]1.[O-:24][C:25]([O-:26])=[O:27]>>[C:3]1(=[O:13])[c:4]2[c:5]([c:6]([Cl:10])[cH:7][cH:8][cH:9]2)[CH2:11][N:14]1[CH2:15][c:16]1[cH:17][cH:18][cH:19][cH:20][cH:21]1. Reactants: O=C1CCC(=O)N1Br, COC(=O)C=Cc1ccc(C)cc1, ClC(Cl)(Cl)Cl. Product: COC(=O)C=Cc1ccc(CBr)cc1. Reaction SMILES: [Br:14][N:15]1[C:16](=[O:17])[CH2:18][CH2:19][C:20]1=[O:21].[C:1](=[O:2])([O:3][CH3:4])[CH:5]=[CH:6][c:7]1[cH:8][cH:9][c:10]([CH3:13])[cH:11][cH:12]1.[C:22]([Cl:23])([Cl:24])([Cl:25])[Cl:26]>>[C:1](=[O:2])([O:3][CH3:4])[CH:5]=[CH:6][c:7]1[cH:8][cH:9][c:10]([CH2:13][Br:14])[cH:11][cH:12]1.